This data is from the Open Reaction Database (ORD), a public repository of structured organic reaction records. The task is: describe an organic reaction: reactants, conditions, products, and yield The reactants are C(C)(C)(C)[Si](OCCNC1=NC=CC(=C1)C(C1=NC=C(C=C1NS(=O)(=O)C1=CC(=C(C=C1)C)C(F)(F)F)Cl)O)(C)C (N-[2-({2-[2-(tert-butyl-dimethyl-silanyloxy)-ethylamino]-pyridin-4-yl}-hydroxy-methyl)-5-chloro-pyridin-3-yl]-4-methyl-3-trifluoromethyl-benzenesulfonamide). Reagents/catalysts: O=[Mn]=O (MnO2). The solvent is O1CCOCC1 (dioxane). Run at temperature 80 celsius, time 1 hour. The product is ClC=1C=C(C(=NC1)C(=O)C1=CC(=NC=C1)NCCO)NS(=O)(=O)C1=CC(=C(C=C1)C)C(F)(F)F (N-{5-chloro-2-[2-(2-hydroxy-ethylamino)-pyridine-4-carbonyl]-pyridin-3-yl}-4-methyl-3-trifluoromethyl-benzenesulfonamide). Reaction SMILES: C([Si](C)(C)[O:6][CH2:7][CH2:8][NH:9][C:10]1[CH:15]=[C:14]([CH:16]([OH:39])[C:17]2[C:22]([NH:23][S:24]([C:27]3[CH:32]=[CH:31][C:30]([CH3:33])=[C:29]([C:34]([F:37])([F:36])[F:35])[CH:28]=3)(=[O:26])=[O:25])=[CH:21][C:20]([Cl:38])=[CH:19][N:18]=2)[CH:13]=[CH:12][N:11]=1)(C)(C)C>O=[Mn]=O.O1CCOCC1>[Cl:38][C:20]1[CH:21]=[C:22]([NH:23][S:24]([C:27]2[CH:32]=[CH:31][C:30]([CH3:33])=[C:29]([C:34]([F:35])([F:36])[F:37])[CH:28]=2)(=[O:26])=[O:25])[C:17]([C:16]([C:14]2[CH:13]=[CH:12][N:11]=[C:10]([NH:9][CH2:8][CH2:7][OH:6])[CH:15]=2)=[O:39])=[N:18][CH:19]=1. Reported procedure: To the dioxane (1 mL) solution of N-[2-({2-[2-(tert-butyl-dimethyl-silanyloxy)-ethylamino]-pyridin-4-yl}-hydroxy-methyl)-5-chloro-pyridin-3-yl]-4-methyl-3-trifluoromethyl-benzenesulfonamide from step 1, was added MnO2 (440 mg, 5 mmol). The mixture was stirred at 80° C. for 1 hour, filtered, concentrated. The deprotection was performed in 4 M HCl in dioxane (4 mL) and water (1 mL) for 1 hour at RT. The solvent was evaporated and the residue was purified with HPLC to give N-{5-chloro-2-[2-(2-hydro... Reactants: N1N=CC=C1 (1H-pyrazole), ClC1=NC=CC=C1C(=O)NC1=C(C=CC=C1)C1=CC(=C(C(=C1)F)N1N=C(C=C1)C(F)(F)F)F (2-chloro-N-[3′,5′-difluoro-4′-[3-(trifluoromethyl)-1H-pyrazol-1-yl][1,1′-biphenyl]-2-yl]-3-pyridinecarboxamide), O.O.[Sn](Cl)Cl (tin(II) chloride dihydrate). The solvent is C(C)O (ethanol). Yields the product FC=1C=C(C=C(C1N1N=C(C=C1)C(F)(F)F)F)N (3,5-difluoro-4-[3-(trifluoromethyl)-1H-pyrazol-1-yl]benzeneamine). As a reaction SMILES: [NH:1]1C=CC=N1.ClC1C(C(NC2C=CC=CC=2[C:22]2[CH:27]=[C:26]([F:28])[C:25]([N:29]3[CH:33]=[CH:32][C:31]([C:34]([F:37])([F:36])[F:35])=[N:30]3)=[C:24]([F:38])[CH:23]=2)=O)=CC=CN=1.O.O.[Sn](Cl)Cl>C(O)C>[F:38][C:24]1[CH:23]=[C:22]([NH2:1])[CH:27]=[C:26]([F:28])[C:25]=1[N:29]1[CH:33]=[CH:32][C:31]([C:34]([F:37])([F:36])[F:35])=[N:30]1 |f:2.3.4|. Procedure details: A mixture of 1-(2,6-difluoro-4-nitrophenyl)-3-trifluoromethyl)-1H-pyrazole (i.e. the product of Step A; 2.39 g, 8.15 mmol) and tin(II) chloride dihydrate (9.33 g, 41.3 mmol) in ethanol (173 mL) was refluxed for 2 h. The reaction mixture was concentrated under reduced pressure, and the residue was dissolved in ethyl acetate and washed successively with 1 N aqueous sodium hydroxide, and then water. The organic layer was dried (MgSO4), filtered and concentrated under reduced pressure. The residue w... Starting materials: FC=1C=C(C#N)C=CC1[N+](=O)[O-] (3-fluoro-4-nitro-benzonitrile), FC(C(C)O)(F)F (1,1,1-trifluoro-propan-2-ol). Yields the product NC1=C(C=C(C#N)C=C1)OC(C(F)(F)F)C (4-amino-3-(2,2,2-trifluoro-1-methyl-ethoxy)benzonitrile). Reaction SMILES: F[C:2]1[CH:3]=[C:4]([CH:7]=[CH:8][C:9]=1[N+:10]([O-])=O)[C:5]#[N:6].[F:13][C:14]([F:19])([F:18])[CH:15]([OH:17])[CH3:16]>>[NH2:10][C:9]1[CH:8]=[CH:7][C:4]([C:5]#[N:6])=[CH:3][C:2]=1[O:17][CH:15]([CH3:16])[C:14]([F:19])([F:18])[F:13]. Procedure details: Is prepared in a similar manner as intermediate III.4 from 3-fluoro-4-nitro-benzonitrile and 1,1,1-trifluoro-propan-2-ol. Starting materials: [Si](C)(C)(C(C)(C)C)OC(COC1=C(C=C(C=C1)C(CC)(CC)C1=CC(=C(C=C1)CO)C)C)C(C)(C)C ([4-(1-{4-[2-(t-butyldimethylsilanyloxy)-3,3-dimethylbutoxy]-3-methylphenyl}-1-ethylpropyl)-2-methylphenyl]methanol), C[N+]1(CCOCC1)[O-] (NMO). The reagents and catalysts are CCC[N+](CCC)(CCC)CCC.[O-][Ru](=O)(=O)=O (TPAP). Run in C(Cl)Cl (CH2Cl2). The product is [Si](C)(C)(C(C)(C)C)OC(COC1=C(C=C(C=C1)C(CC)(CC)C1=CC(=C(C=O)C=C1)C)C)C(C)(C)C (4-(1-{4-[2-(t-Butyldimethylsilanyloxy)-3,3-dimethylbutoxy]-3-methylphenyl}-1-ethylpropyl)-2-methylbenzaldehyde). The yield is 81.6%. Reaction SMILES: [Si:1]([O:8][CH:9]([C:33]([CH3:36])([CH3:35])[CH3:34])[CH2:10][O:11][C:12]1[CH:17]=[CH:16][C:15]([C:18]([C:23]2[CH:28]=[CH:27][C:26]([CH2:29][OH:30])=[C:25]([CH3:31])[CH:24]=2)([CH2:21][CH3:22])[CH2:19][CH3:20])=[CH:14][C:13]=1[CH3:32])([C:4]([CH3:7])([CH3:6])[CH3:5])([CH3:3])[CH3:2].C[N+]1([O-])CCOCC1>C(Cl)Cl.CCC[N+](CCC)(CCC)CCC.[O-][Ru](=O)(=O)=O>[Si:1]([O:8][CH:9]([C:33]([CH3:34])([CH3:35])[CH3:36])[CH2:10][O:11][C:12]1[CH:17]=[CH:16][C:15]([C:18]([C:23]2[CH:28]=[CH:27][C:26]([CH:29]=[O:30])=[C:25]([CH3:31])[CH:24]=2)([CH2:19][CH3:20])[CH2:21][CH3:22])=[CH:14][C:13]=1[CH3:32])([C:4]([CH3:5])([CH3:7])[CH3:6])([CH3:2])[CH3:3] |f:3.4|. Procedure details: To a solution of [4-(1-{4-[2-(t-butyldimethylsilanyloxy)-3,3-dimethylbutoxy]-3-methylphenyl}-1-ethylpropyl)-2-methylphenyl]methanol (0.25 g, 0.48 mmol) in CH2Cl2 (4 mL) is added powdered 4 Å molecular sieves (250 mg) followed by the addition of NMO (84 mg, 0.72 mmol), and TPAP (8.4 mg, 0.02 mmol). The resulting mixture is stirred at RT for 5 m, filtered through silica gel, washed with EtOAc, and the combined filtrate is concentrated to give the title compound (0.20 g, 83%).